This data is from the Open Reaction Database (ORD), a public repository of structured organic reaction records. The task is: describe an organic reaction: reactants, conditions, products, and yield As a reaction SMILES: [Cl:1][CH2:2][CH2:3][CH2:4][CH2:5][CH2:6][CH2:7][O:8]C1C=CC(O)=C(C(=O)C)C=1.[CH:19](=[O:26])[C:20]1[CH:25]=[CH:24][CH:23]=[CH:22][CH:21]=1.[OH-:27].[Na+].OO.Cl.[CH2:32]([OH:34])[CH3:33]>O>[Cl:1][CH2:2][CH2:3][CH2:4][CH2:5][CH2:6][CH2:7][O:8][C:24]1[CH:23]=[CH:22][C:21]2[O:34][CH:32]=[C:33]([OH:27])[C:19](=[O:26])[C:20]=2[CH:25]=1 |f:2.3|. Solvent: O (water), O (water). Run at time 6 hour. The product is ClCCCCCCOC=1C=CC2=C(C(C(=CO2)O)=O)C1 (6-(6-chlorohexoxy)-3-hydroxy-4H- 1-benzopyran-4-one). Starting materials: Cl (hydrochloric acid), OO (hydrogen peroxide), ClCCCCCCOC=1C=CC(=C(C1)C(C)=O)O (5'-(6-chlorohexoxy)-2'-hydroxyacetophenone), C(C1=CC=CC=C1)=O (benzaldehyde), [OH-].[Na+] (sodium hydroxide), C(C)O (ethanol), [OH-].[Na+] (sodium hydroxide). Procedure: A mixture of 5'-(6-chlorohexoxy)-2'-hydroxyacetophenone (32 g) and benzaldehyde (12 g) was dissolved in 250 mL of ethanol. A solution of 24 g of sodium hydroxide dissolved in 40 mL of water was added. This mixture was allowed to stand at room temperature for 6 hours. A solution of 8 g of sodium hydroxide dissolved in 40 mL of water was added, the solution was cooled to 15°-20° C., and then 20 mL of hydrogen peroxide (30% solution) was added and the solution was allowed to warm to room temperatur... Starting materials: Cl (HCl), Cl (HCl), C(N)(=O)C1=C(C2=C(N=CN=C2NC2=C(OC3CC(CCC3)N(C(OC(C)(C)C)=O)C)C=C(C=C2)F)S1)C (tert-butyl 3-(2-(6-carbamoyl-5-methylthieno[2,3-d]pyrimidin-4-ylamino)-5-fluorophenoxy)cyclohexyl(methyl)carbamate), CO (methanol). The solvent is O1CCOCC1 (dioxane), O1CCOCC1 (dioxane), O1CCOCC1 (dioxane). Reaction conditions: time 2 day. Product: FC1=CC(=C(C=C1)NC=1C2=C(N=CN1)SC(=C2C)C(=O)N)O[C@@H]2C[C@@H](CCC2)NC (4-(4-Fluoro-2-(cis-3-(N-methylamino)cyclohexyloxy)phenylamino)-5-methylthieno[2,3-d]pyrimidine-6-carboxamide). Reaction SMILES: Cl.[C:2]([C:5]1[S:37][C:8]2[N:9]=[CH:10][N:11]=[C:12]([NH:13][C:14]3[CH:35]=[CH:34][C:33]([F:36])=[CH:32][C:15]=3[O:16][CH:17]3[CH2:22][CH2:21][CH2:20][CH:19]([N:23](C)[C:24](=O)OC(C)(C)C)[CH2:18]3)[C:7]=2[C:6]=1[CH3:38])(=[O:4])[NH2:3].CO>O1CCOCC1>[F:36][C:33]1[CH:34]=[CH:35][C:14]([NH:13][C:12]2[C:7]3[C:6]([CH3:38])=[C:5]([C:2]([NH2:3])=[O:4])[S:37][C:8]=3[N:9]=[CH:10][N:11]=2)=[C:15]([O:16][C@H:17]2[CH2:22][CH2:21][CH2:20][C@@H:19]([NH:23][CH3:24])[CH2:18]2)[CH:32]=1. Reported procedure: 220 μl 4 M HCl in dioxane was added to 0.093 g tert-butyl 3-(2-(6-carbamoyl-5-methylthieno[2,3-d]pyrimidin-4-ylamino)-5-fluorophenoxy)cyclohexyl(methyl)carbamate (cpd. 17.3) in 4 ml dioxane. The reaction mixture was stirred for 1 h at rt when further aliquots of 4 M HCl in dioxane were added. methanol was added and the mixture stirred for 2 days at rt. The mixture was purified by chromatography (gradient: CH2Cl2→20% MeOH/CH2Cl2 using the Biotage SP4).